From a dataset of the Open Reaction Database (ORD), a public repository of structured organic reaction records. describe an organic reaction: reactants, conditions, products, and yield The product is COc1cc2c(cc1F)C1(CO2)C(=O)N(Cc2ccccn2)c2ccccc21. RXN SMILES: [Br:23][CH2:24][c:25]1[n:26][cH:27][cH:28][cH:29][cH:30]1.[Br:31][CH2:32][CH:33]1[CH2:34][CH2:35][CH2:36][CH2:37][O:38]1.[BrH:22].[F:1][c:2]1[c:3]([O:20][CH3:21])[cH:4][c:5]2[c:6]([cH:19]1)[C:7]1([CH2:8][O:9]2)[C:10](=[O:18])[NH:11][c:12]2[cH:13][cH:14][cH:15][cH:16][c:17]21>>[F:1][c:2]1[c:3]([O:20][CH3:21])[cH:4][c:5]2[c:6]([cH:19]1)[C:7]1([CH2:8][O:9]2)[C:10](=[O:18])[N:11]([CH2:24][c:25]2[n:26][cH:27][cH:28][cH:29][cH:30]2)[c:12]2[cH:13][cH:14][cH:15][cH:16][c:17]21. Reactants: BrCc1ccccn1, BrCC1CCCCO1, Br, COc1cc2c(cc1F)C1(CO2)C(=O)Nc2ccccc21. Reactants: COC=1C=C(C=CC1C1=CN=C(O1)C)C1=NN=C2N1CCCC2C(=O)OCC (Ethyl 3-[3-methoxy-4-(2-methyl-1,3-oxazol-5-yl)phenyl]-5,6,7,8-tetrahydro[1,2,4]triazolo[4,3-a]pyridine-8-carboxylate), [H-].[Na+] (sodium hydride), FC=1C=C(CBr)C=CC1F (3,4-difluorobenzyl bromide). Run in C(C)(=O)OCC (ethyl acetate), CN(C)C=O (DMF). Reaction conditions: time 30 minute. The product is FC=1C=C(CC2(C=3N(CCC2)C(=NN3)C3=CC(=C(C=C3)C3=CN=C(O3)C)OC)C(=O)OCC)C=CC1F (ethyl 8-(3,4-difluorobenzyl)-3-[3-methoxy-4-(2-methyl-1,3-oxazol-5-yl)phenyl]-5,6,7,8-tetrahydro[1,2,4]triazolo[4,3-a]pyridine-8-carboxylate). The yield is 92.3%. Reaction SMILES: [CH3:1][O:2][C:3]1[CH:4]=[C:5]([C:15]2[N:19]3[CH2:20][CH2:21][CH2:22][CH:23]([C:24]([O:26][CH2:27][CH3:28])=[O:25])[C:18]3=[N:17][N:16]=2)[CH:6]=[CH:7][C:8]=1[C:9]1[O:13][C:12]([CH3:14])=[N:11][CH:10]=1.[H-].[Na+].[F:31][C:32]1[CH:33]=[C:34]([CH:37]=[CH:38][C:39]=1[F:40])[CH2:35]Br>CN(C=O)C.C(OCC)(=O)C>[F:31][C:32]1[CH:33]=[C:34]([CH:37]=[CH:38][C:39]=1[F:40])[CH2:35][C:23]1([C:24]([O:26][CH2:27][CH3:28])=[O:25])[CH2:22][CH2:21][CH2:20][N:19]2[C:15]([C:5]3[CH:6]=[CH:7][C:8]([C:9]4[O:13][C:12]([CH3:14])=[N:11][CH:10]=4)=[C:3]([O:2][CH3:1])[CH:4]=3)=[N:16][N:17]=[C:18]12 |f:1.2|. Reported procedure: Ethyl 3-[3-methoxy-4-(2-methyl-1,3-oxazol-5-yl)phenyl]-5,6,7,8-tetrahydro[1,2,4]triazolo[4,3-a]pyridine-8-carboxylate (3.00 g) was added to a suspension of sodium hydride (60%, 340 mg) in DMF (5 ml) under ice-cooling. The reaction mixture was stirred for 30 min under ice-cooling, 3,4-difluorobenzyl bromide (1.53 g) was added under ice-cooling, and the mixture was stirred for 1 hr under ice-cooling. The reaction mixture was diluted with ethyl acetate, the mixture was washed with saturated aqueous... The product is OCCCC1=CC=C(C2=CC=CC=C12)C=NNC(C1=CC(=C(C=C1)O)Cl)=O (3-Chloro-4-hydroxybenzoic Acid 4-(3-Hydroxypropyl)naphthylmethylene Hydrazide). Reaction SMILES: [CH:1]([C:3]1[C:12]2[C:7](=[CH:8][CH:9]=[CH:10][CH:11]=2)[C:6]([CH2:13][CH2:14][CH2:15][OH:16])=[CH:5][CH:4]=1)=O.[Cl:17][C:18]1[CH:19]=[C:20]([CH:25]=[CH:26][C:27]=1[OH:28])[C:21]([NH:23][NH2:24])=[O:22]>>[OH:16][CH2:15][CH2:14][CH2:13][C:6]1[C:7]2[C:12](=[CH:11][CH:10]=[CH:9][CH:8]=2)[C:3]([CH:1]=[N:24][NH:23][C:21](=[O:22])[C:20]2[CH:25]=[CH:26][C:27]([OH:28])=[C:18]([Cl:17])[CH:19]=2)=[CH:4][CH:5]=1. Starting materials: alkylidene hydrazones, C(=O)C1=CC=C(C2=CC=CC=C12)CCCO (1-Formyl-4-(3-hydroxypropyl)naphthalene), ClC=1C=C(C(=O)NN)C=CC1O (3-chloro-4-hydroxy benzoic acid hydrazide). Procedure: This compound was prepared according to the general procedure for the synthesis of alkylidene hydrazones by condensation of 1-formyl-4-(3-hydroxypropyl) naphthalene from step B and 3-chloro-4-hydroxy benzoic acid hydrazide. The reactants are [Al+3], C=CCN1C(=O)c2cscc2Nc2ccccc21, CCCCCC, [H-], [H-], [H-], [H-], [Li+], [Na+], C1CCOC1, [OH-], O. Yields the product C=CCN1Cc2cscc2Nc2ccccc21. Reaction SMILES: [Al+3:25].[CH2:1]([CH:2]=[CH2:3])[N:4]1[C:5](=[O:18])[c:6]2[c:7]([cH:15][s:16][cH:17]2)[NH:8][c:9]2[c:10]1[cH:11][cH:12][cH:13][cH:14]2.[CH3:32][CH2:33][CH2:34][CH2:35][CH2:36][CH3:37].[H-:24].[H-:27].[H-:28].[H-:29].[Li+:26].[Na+:31].[O:19]1[CH2:20][CH2:21][CH2:22][CH2:23]1.[OH-:30].[OH2:38]>>[CH2:1]([CH:2]=[CH2:3])[N:4]1[CH2:5][c:6]2[c:7]([cH:15][s:16][cH:17]2)[NH:8][c:9]2[c:10]1[cH:11][cH:12][cH:13][cH:14]2. Starting materials: CCOC(C)=O, CSc1ncc2c(Cl)nccn12, O=C1CCC(=O)N1I, CN(C)C=O. The product is CSc1nc(I)c2c(Cl)nccn12. Reaction SMILES: [CH3:26][CH2:27][O:28][C:29]([CH3:30])=[O:31].[Cl:1][c:2]1[c:3]2[n:4]([cH:5][cH:6][n:7]1)[c:8]([S:11][CH3:12])[n:9][cH:10]2.[I:13][N:14]1[C:15](=[O:16])[CH2:17][CH2:18][C:19]1=[O:20].[O:21]=[CH:22][N:23]([CH3:24])[CH3:25]>>[Cl:1][c:2]1[c:3]2[n:4]([cH:5][cH:6][n:7]1)[c:8]([S:11][CH3:12])[n:9][c:10]2[I:13].